From a dataset of the Open Reaction Database (ORD), a public repository of structured organic reaction records. describe an organic reaction: reactants, conditions, products, and yield The reactants are [OH-].[Na+] (NaOH), FC=1C(=C(C=CC1)C(CC(=O)C1=CC(=CC=C1)OC)CC(=O)C1=CC(=CC=C1)OC)C (3-(3-fluoro-2-methylphenyl)-1,5-bis(3-methoxyphenyl)pentane-1,5-dione), C(C)(=O)O (acetic acid), [OH-].[Na+] (NaOH), C[N+](=C)C.[I-] (Eschenmoser's salt), O (water). Run in hexanes, CCOC(=O)C (EtOAc), CCOC(=O)C (EtOAc). Run at temperature 120 celsius, time 16 hour. Product: CN(C)CC(C(=O)C1=CC(=CC=C1)OC)C(C(C(=O)C1=CC(=CC=C1)OC)=C)C1=C(C(=CC=C1)F)C (2-((dimethylamino)methyl)-3-(3-fluoro-2-methylphenyl)-1,5-bis(3-methoxyphenyl)-4-methylenepentane-1,5-dione). RXN SMILES: [F:1][C:2]1[C:3]([CH3:31])=[C:4]([CH:8]([CH2:20][C:21]([C:23]2[CH:28]=[CH:27][CH:26]=[C:25]([O:29][CH3:30])[CH:24]=2)=[O:22])[CH2:9][C:10]([C:12]2[CH:17]=[CH:16][CH:15]=[C:14]([O:18][CH3:19])[CH:13]=2)=[O:11])[CH:5]=[CH:6][CH:7]=1.[CH3:32][N+:33]([CH3:35])=[CH2:34].[I-].O.[OH-].[Na+].[C:40](O)(=O)C>CCOC(C)=O>[CH3:34][N:33]([CH2:35][CH:20]([CH:8]([C:4]1[CH:5]=[CH:6][CH:7]=[C:2]([F:1])[C:3]=1[CH3:31])[C:9](=[CH2:40])[C:10]([C:12]1[CH:17]=[CH:16][CH:15]=[C:14]([O:18][CH3:19])[CH:13]=1)=[O:11])[C:21]([C:23]1[CH:28]=[CH:27][CH:26]=[C:25]([O:29][CH3:30])[CH:24]=1)=[O:22])[CH3:32] |f:1.2,4.5|. Procedure details: A mixture of 3-(3-fluoro-2-methylphenyl)-1,5-bis(3-methoxyphenyl)pentane-1,5-dione (71.6 g, 170 mmol) and (145 g, 782 mmol) in acetic acid (300 mL) was stirred at 120° C. under nitrogen for 16 h. An additional 5 g (27.0 mmol) of Eschenmoser's salt was added and the mixture heated an additional 2 h. The solution was allowed to cool to room temperature and concentrated in vacuo to give a brown solid. The residue slurried with water and then treated with NaOH (s) until the pH reached 10. EtOAc (100... Starting materials: CN(C)C=O, NS(=O)(=O)c1ncccc1F, S. Yields the product NS(=O)(=O)c1ncccc1S. As a reaction SMILES: [CH3:13][N:14]([CH3:15])[CH:16]=[O:17].[F:2][c:3]1[c:4]([S:9](=[O:10])(=[O:11])[NH2:12])[n:5][cH:6][cH:7][cH:8]1.[SH2:1]>>[SH:1][c:3]1[c:4]([S:9](=[O:10])(=[O:11])[NH2:12])[n:5][cH:6][cH:7][cH:8]1. The reactants are [OH-].[K+] (KOH), C(C)C1=C(C=CC=C1)CC=O ((2-ethylphenyl)acetaldehyde). Reagents/catalysts: [N+](=O)([O-])[O-].[Ag+] (AgNO3). The solvent is O (water), CCO (EtOH), O (water). Reaction conditions: temperature 0 celsius, time 2 hour. The product is C(C)C1=C(C=CC=C1)CC(=O)O (2-ethylphenylacetic acid). Reaction SMILES: [CH2:1]([C:3]1[CH:8]=[CH:7][CH:6]=[CH:5][C:4]=1[CH2:9][CH:10]=[O:11])[CH3:2].[OH-:12].[K+]>CCO.O.[N+]([O-])([O-])=O.[Ag+]>[CH2:1]([C:3]1[CH:8]=[CH:7][CH:6]=[CH:5][C:4]=1[CH2:9][C:10]([OH:12])=[O:11])[CH3:2] |f:1.2,5.6|. Reported procedure: To a solution of the crude (2-ethylphenyl)acetaldehyde in 20 ml of EtOH was added a solution of 2.29 g (13.52 mmol) of AgNO3 in 7.5 ml of water and a solution of 2.08 g (37.2 mmol) of KOH in 13 ml of water at 0° C. The reaction mixture was stirred at 0° C. for 2 h and was filtered to remove the solid. The filtrate was extracted with CH2Cl2 (20 ml×3) to remove impurity. The aqueous was acidified with 6N HCl to PH=1 and was extracted with CH2Cl2 (50 ml×3). The combined organic layers were dried Mg... The reactants are COC(=O)Nc1cccc2c1Cc1ccccc1C2=O, [K], O, O, OO. Yields the product COC(=O)Nc1cccc2c1C(=O)c1ccccc1C2=O. As a reaction SMILES: [CH3:1][O:2][C:3](=[O:4])[NH:5][c:6]1[cH:7][cH:8][cH:9][c:10]2[c:19]1[CH2:18][c:17]1[c:12]([cH:13][cH:14][cH:15][cH:16]1)[C:11]2=[O:20].[K:22].[OH2:21].[OH2:25].[OH:23][OH:24]>>[CH3:1][O:2][C:3](=[O:4])[NH:5][c:6]1[cH:7][cH:8][cH:9][c:10]2[c:19]1[C:18](=[O:21])[c:17]1[c:12]([cH:13][cH:14][cH:15][cH:16]1)[C:11]2=[O:20]. Reactants: ClC1=NC=CC(=N1)OC1=C(C=C(C=C1)[N+](=O)[O-])F (2-chloro-4-(2-fluoro-4-nitrophenoxy)pyrimidine), COC1=CC=C(CN)C=C1 (4-methoxybenzylamine), C(=O)([O-])[O-].[K+].[K+] (K2CO3), CN(C)C=O (DMF). Solvent: C(Cl)Cl (CH2Cl2), O (H2O). Run at temperature 100 celsius. Yields the product COC1=CC=C(CNC2=NC=CC(=N2)OC2=C(C=C(C=C2)[N+](=O)[O-])F)C=C1 (N-(4-Methoxybenzyl)-4-(2-fluoro-4-nitrophenoxy)pyrimidin-2-amine). Yield: 30.4%. As a reaction SMILES: Cl[C:2]1[N:7]=[C:6]([O:8][C:9]2[CH:14]=[CH:13][C:12]([N+:15]([O-:17])=[O:16])=[CH:11][C:10]=2[F:18])[CH:5]=[CH:4][N:3]=1.[CH3:19][O:20][C:21]1[CH:28]=[CH:27][C:24]([CH2:25][NH2:26])=[CH:23][CH:22]=1.C([O-])([O-])=O.[K+].[K+].CN(C=O)C>O.C(Cl)Cl>[CH3:19][O:20][C:21]1[CH:28]=[CH:27][C:24]([CH2:25][NH:26][C:2]2[N:7]=[C:6]([O:8][C:9]3[CH:14]=[CH:13][C:12]([N+:15]([O-:17])=[O:16])=[CH:11][C:10]=3[F:18])[CH:5]=[CH:4][N:3]=2)=[CH:23][CH:22]=1 |f:2.3.4|. Procedure: A mixture of 2-chloro-4-(2-fluoro-4-nitrophenoxy)pyrimidine (0.66 g, 2.44 mmol), 4-methoxybenzylamine (0.34 g, 3.45 mmol), K2CO3 (0.37 g, 2.66 mmol), and DMF (15 mL) was heated at 100° C. for 1 h. The mixture was cooled, diluted with H2O (100 mL) and extracted with EtOAc (100 mL). The organic phase was washed twice each with saturated NaHCO3 solution and brine. The organics were dried (MgSO4) and concentrated to give the crude product. Flash chromatography on SiO2 using 1-3% MeOH in CH2Cl2 as th... Starting materials: C(CC)(=O)OC1=C(C(=C(C=C1)OCCCOC=1C=CC=2C(=NOC2C1CCC)CC)C)C (methyl-2-methyl-4-(3-(3-(Ethyl)-7-(propyl)-6-benz-[4,5]-isoxazoloxy)propyloxy)-phenyl propionate), [Li+].[OH-] (LiOH). The solvent is CO (MeOH). Conditions: temperature 50 celsius. Product: CC1=C(C=CC(=C1)OCCCOC=1C=CC=2C(=NOC2C1CCC)CC)C(C(=O)O)C (2-methyl-4-(3-(3-(Ethyl)-7-(propyl)-6-benz-[4,5]-isoxazoloxy)propyloxy)-phenyl propionic acid). RXN SMILES: C(O[C:6]1[CH:11]=[CH:10][C:9]([O:12][CH2:13][CH2:14][CH2:15][O:16][C:17]2[CH:18]=[CH:19][C:20]3[C:21]([CH2:29][CH3:30])=[N:22][O:23][C:24]=3[C:25]=2[CH2:26][CH2:27][CH3:28])=[C:8](C)[C:7]=1[CH3:32])(=O)CC.[Li+].[OH-:34]>CO>[CH3:32][C:7]1[CH:8]=[C:9]([O:12][CH2:13][CH2:14][CH2:15][O:16][C:17]2[CH:18]=[CH:19][C:20]3[C:21]([CH2:29][CH3:30])=[N:22][O:23][C:24]=3[C:25]=2[CH2:26][CH2:27][CH3:28])[CH:10]=[CH:11][C:6]=1[CH:8]([CH3:7])[C:9]([OH:12])=[O:34] |f:1.2|. Procedure details: A solution of methyl-2-methyl-4-(3-(3-(Ethyl)-7-(propyl)-6-benz-[4,5]-isoxazoloxy)propyloxy)-phenyl propionate (11.5 mg, Step A) was dissolved in MeOH (0.5 mL)and 1M LiOH (0.10 mL) was added. The resulting solution was warmed to 50° C. for 2 hours, cooled and concentrated. The residue was partitioned between ethyl acetate and 1 M Hcl. The organic fraction was removed, dried and concentrated to give the title compound as a colorless oil (10.7 mg) NMR (CDCl3); δ 7.40 (d,2H), 7.11 (d,2H), 6.95 (d,2... The reagents and catalysts are [Pd] (Pd/C). Reported procedure: Pd/C (150 mg) and HOAc (2 mL) are added to a solution of 1-benzyl-4-hydroxy-piperidine-4-carboxylic acid amide (2 g, 8.5 mmol) in MeOH. The mixture is shaken under H2 (40 psi) for 14 hours. The catalyst is removed by filtration and the solvent is removed in vacuo to give the title product. 1H NMR (CD3OD) 2-96 (m, 4H), 2.05 (m, 2H), 1.49 (m, 2H). Yields the product OC1(CCNCC1)C(=O)N (4-Hydroxy-piperidine-4-carboxylic Acid Amide). Run at time 14 hour. Reaction SMILES: CC(O)=O.C([N:12]1[CH2:17][CH2:16][C:15]([OH:21])([C:18]([NH2:20])=[O:19])[CH2:14][CH2:13]1)C1C=CC=CC=1>CO.[Pd]>[OH:21][C:15]1([C:18]([NH2:20])=[O:19])[CH2:16][CH2:17][NH:12][CH2:13][CH2:14]1. The reactants are CC(=O)O (HOAc), C(C1=CC=CC=C1)N1CCC(CC1)(C(=O)N)O (1-benzyl-4-hydroxy-piperidine-4-carboxylic acid amide). Run in CO (MeOH).